From a dataset of the Open Reaction Database (ORD), a public repository of structured organic reaction records. describe an organic reaction: reactants, conditions, products, and yield The reactants are C=O, Nc1ccccc1, [Na], O=[W](=O)([O-])[O-], O, OO. The product is O=CNc1ccccc1. Reaction SMILES: [CH2:8]=[O:9].[NH2:1][c:2]1[cH:3][cH:4][cH:5][cH:6][cH:7]1.[Na:12].[O-:13][W:14](=[O:15])(=[O:16])[O-:17].[OH2:18].[OH:10][OH:11]>>[NH:1]([c:2]1[cH:3][cH:4][cH:5][cH:6][cH:7]1)[CH:8]=[O:9]. The reactants are O=CC1CN(C(C(=O)O)C2CCCCC2)CC1c1ccccc1, c1ccc2ncc(CCCC3CCNCC3)cc2c1. Product: O=C(O)C(C1CCCCC1)N1CC(CN2CCC(CCCc3cnc4ccccc4c3)CC2)C(c2ccccc2)C1. RXN SMILES: [CH:1](=[O:2])[CH:3]1[CH2:4][N:5]([CH:14]([C:15](=[O:16])[OH:17])[CH:18]2[CH2:19][CH2:20][CH2:21][CH2:22][CH2:23]2)[CH2:6][CH:7]1[c:8]1[cH:9][cH:10][cH:11][cH:12][cH:13]1.[n:24]1[cH:25][c:26]([CH2:34][CH2:35][CH2:36][CH:37]2[CH2:38][CH2:39][NH:40][CH2:41][CH2:42]2)[cH:27][c:28]2[cH:29][cH:30][cH:31][cH:32][c:33]12>>[CH2:1]([CH:3]1[CH2:4][N:5]([CH:14]([C:15](=[O:16])[OH:17])[CH:18]2[CH2:19][CH2:20][CH2:21][CH2:22][CH2:23]2)[CH2:6][CH:7]1[c:8]1[cH:9][cH:10][cH:11][cH:12][cH:13]1)[N:40]1[CH2:39][CH2:38][CH:37]([CH2:36][CH2:35][CH2:34][c:26]2[cH:25][n:24][c:33]3[c:28]([cH:27]2)[cH:29][cH:30][cH:31][cH:32]3)[CH2:42][CH2:41]1. Reactants: CC(C)(C)OC(=O)N1CC(c2nc(-c3ccc(Oc4ccccc4)cc3)c3c(N)nccn23)C1, C1COCCO1, Cl. Product: Nc1nccn2c(C3CNC3)nc(-c3ccc(Oc4ccccc4)cc3)c12. As a reaction SMILES: [C:1]([O:2][C:3](=[O:4])[N:8]1[CH2:9][CH:10]([c:12]2[n:13][c:14](-[c:22]3[cH:23][cH:24][c:25]([O:28][c:29]4[cH:30][cH:31][cH:32][cH:33][cH:34]4)[cH:26][cH:27]3)[c:15]3[n:16]2[cH:17][cH:18][n:19][c:20]3[NH2:21])[CH2:11]1)([CH3:5])([CH3:6])[CH3:7].[CH2:36]1[O:37][CH2:38][CH2:39][O:40][CH2:41]1.[ClH:35]>>[NH:8]1[CH2:9][CH:10]([c:12]2[n:13][c:14](-[c:22]3[cH:23][cH:24][c:25]([O:28][c:29]4[cH:30][cH:31][cH:32][cH:33][cH:34]4)[cH:26][cH:27]3)[c:15]3[n:16]2[cH:17][cH:18][n:19][c:20]3[NH2:21])[CH2:11]1. Starting materials: ClCCl, CN(C)C=O, O=S(Cl)Cl, O=C(O)C1(c2cccs2)CCOCC1. Product: O=C(Cl)C1(c2cccs2)CCOCC1. As a reaction SMILES: [CH2:24]([Cl:25])[Cl:26].[O:19]=[CH:20][N:21]([CH3:22])[CH3:23].[S:15]([Cl:16])([Cl:17])=[O:18].[s:1]1[c:2]([C:6]2([C:12](=[O:13])[OH:14])[CH2:7][CH2:8][O:9][CH2:10][CH2:11]2)[cH:3][cH:4][cH:5]1>>[s:1]1[c:2]([C:6]2([C:12](=[O:14])[Cl:17])[CH2:7][CH2:8][O:9][CH2:10][CH2:11]2)[cH:3][cH:4][cH:5]1. The reactants are C([O-])([O-])=O.[Na+].[Na+] (sodium carbonate), C(C)(=O)[O-].[K+] (Potassium acetate), ClCC([C@H]1CC[C@H]2[C@@H]3CC[C@H]4C[C@@H]([C@H](C[C@]4(C)[C@H]3C(C[C@]12C)=O)N1CC(OCC1)(C)C)O)=O ((2β,3α,5α)-21-chloro-3-hydroxy-2-(2,2-dimethyl-4-morpholinyl)pregnane-11,20-dione), [I-].[K+] (potassium iodide). Run in O (water), CN(C=O)C (N,N-dimethylformamide), C(C)(=O)O (acetic acid). Reaction conditions: temperature 65 celsius. Yields the product C(C)(=O)OCC([C@H]1CC[C@H]2[C@@H]3CC[C@H]4C[C@@H]([C@H](C[C@]4(C)[C@H]3C(C[C@]12C)=O)N1CC(OCC1)(C)C)O)=O ((2β,3α,5α)-21-(acetyloxy)-3-hydroxy-2-(2,2-dimethyl-4-morpholinyl)pregnane-11,20-dione). Isolated yield 62.9%. As a reaction SMILES: [C:1]([O-:4])(=[O:3])[CH3:2].[K+].Cl[CH2:7][C:8](=[O:38])[C@@H:9]1[C@:26]2([CH3:27])[C@H:12]([C@H:13]3[C@H:23]([C:24](=[O:28])[CH2:25]2)[C@:21]2([CH3:22])[C@H:16]([CH2:17][C@H:18]([OH:37])[C@@H:19]([N:29]4[CH2:34][CH2:33][O:32][C:31]([CH3:36])([CH3:35])[CH2:30]4)[CH2:20]2)[CH2:15][CH2:14]3)[CH2:11][CH2:10]1.[I-].[K+].C(=O)([O-])[O-].[Na+].[Na+]>O.CN(C)C=O.C(O)(=O)C>[C:1]([O:4][CH2:7][C:8](=[O:38])[C@@H:9]1[C@:26]2([CH3:27])[C@H:12]([C@H:13]3[C@H:23]([C:24](=[O:28])[CH2:25]2)[C@:21]2([CH3:22])[C@H:16]([CH2:17][C@H:18]([OH:37])[C@@H:19]([N:29]4[CH2:34][CH2:33][O:32][C:31]([CH3:36])([CH3:35])[CH2:30]4)[CH2:20]2)[CH2:15][CH2:14]3)[CH2:11][CH2:10]1)(=[O:3])[CH3:2] |f:0.1,3.4,5.6.7|. Procedure details: Potassium acetate (0.83 g) was added to a solution of the 21-chloro compound of Example 2 (0.5 g), potassium iodide (0.04 g), glacial acetic acid (1.05 ml) and N,N-dimethylformamide (20 ml) and the mixture was heated at 65° C. in an atmosphere of nitrogen for 1.5 h. The mixture was then poured into water (200 ml) and aqueous sodium carbonate was added until the pH exceeded 9. The precipitated solid was filtered off, washed with water and dissolved in dichloromethane. After drying over sodium sul... The reactants are ClCCl, O=C(O)C(F)(F)F, COc1nc(C=CC(=O)OC(C)(C)C)ccc1-n1ccnc1. Yields the product COc1nc(C=CC(=O)O)ccc1-n1ccnc1. As a reaction SMILES: [Cl:30][CH2:31][Cl:32].[OH:1][C:2]([C:3]([F:4])([F:5])[F:6])=[O:7].[n:8]1(-[c:13]2[cH:14][cH:15][c:16]([CH:21]=[CH:22][C:23](=[O:24])[O:25][C:26]([CH3:27])([CH3:28])[CH3:29])[n:17][c:18]2[O:19][CH3:20])[cH:9][n:10][cH:11][cH:12]1>>[n:8]1(-[c:13]2[cH:14][cH:15][c:16]([CH:21]=[CH:22][C:23](=[O:24])[OH:25])[n:17][c:18]2[O:19][CH3:20])[cH:9][n:10][cH:11][cH:12]1. Reported procedure: A mixture of 15.42 g (0.0901 mole) of ethyl 2-methyl-5-thiazolecarboxylate and 12 g pyrrolidine was stirred at 120° C. under a nitrogen atmosphere for 36 hours to give 12.91 g of the title compound, m.p. 71-2°C. (78.6% yield with respect to the ester). As a reaction SMILES: [CH3:1][C:2]1[S:3][C:4]([C:7]([O:9]CC)=O)=[CH:5][N:6]=1.[NH:12]1[CH2:16][CH2:15][CH2:14][CH2:13]1>>[CH3:1][C:2]1[S:3][C:4]([C:7]([N:12]2[CH2:16][CH2:15][CH2:14][CH2:13]2)=[O:9])=[CH:5][N:6]=1. Run at temperature 120 celsius, time 36 hour. Starting materials: ester, CC=1SC(=CN1)C(=O)OCC (ethyl 2-methyl-5-thiazolecarboxylate), N1CCCC1 (pyrrolidine). The product is CC=1SC(=CN1)C(=O)N1CCCC1 (2-Methyl-5-(pyrrolidinocarbonyl)thiazole). Yield: 73.0%. RXN SMILES: [CH3:40][C:41]#[N:42].[Cl:1][c:2]1[cH:3][c:4]([Cl:23])[cH:24][cH:25][c:26]1[O:27][c:5]1[c:6]([N+:20](=[O:21])[O-:22])[cH:7][cH:8][c:9]([O:11][c:12]2[c:13]([Cl:19])[cH:14][c:15]([Cl:18])[cH:16][cH:17]2)[cH:10]1.[K+:34].[K+:35].[NH2:28][CH2:29][CH2:30][C:31](=[O:32])[OH:33].[O-:36][C:37]([O-:38])=[O:39]>>[c:5]1([NH:28][CH2:29][CH2:30][C:31](=[O:32])[OH:33])[c:6]([N+:20](=[O:21])[O-:22])[cH:7][cH:8][c:9]([O:11][c:12]2[c:13]([Cl:19])[cH:14][c:15]([Cl:18])[cH:16][cH:17]2)[cH:10]1. Starting materials: CC#N, O=[N+]([O-])c1ccc(Oc2ccc(Cl)cc2Cl)cc1Oc1ccc(Cl)cc1Cl, [K+], [K+], NCCC(=O)O, O=C([O-])[O-]. The product is O=C(O)CCNc1cc(Oc2ccc(Cl)cc2Cl)ccc1[N+](=O)[O-]. The reactants are BrC=1C=C2C(=CNC2=CC1)C=O (5-bromoindole-3-carboxaldehyde), P(=O)(O)([O-])[O-].[NH4+].[NH4+] (ammonium hydrogen phosphate), [N+](=O)([O-])CCC (1-nitropropane). Solvent: C(C)(=O)O (acetic acid). The product is BrC=1C=C2C(=CNC2=CC1)C#N (5-bromo-3-cyanoindole). Yield: 64.9%. RXN SMILES: [Br:1][C:2]1[CH:3]=[C:4]2[C:8](=[CH:9][CH:10]=1)[NH:7][CH:6]=[C:5]2[CH:11]=O.P([O-])([O-])(O)=O.[NH4+].[NH4+].[N+:20](CCC)([O-])=O>C(O)(=O)C>[Br:1][C:2]1[CH:3]=[C:4]2[C:8](=[CH:9][CH:10]=1)[NH:7][CH:6]=[C:5]2[C:11]#[N:20] |f:1.2.3|. Procedure: Commercially available 5-bromoindole-3-carboxaldehyde (11.3 g, 50.4 mmol), ammonium hydrogen phosphate (47.0 g, 353 mmol), 1-nitropropane (4.49 g, 50.4 mmol), and glacial acetic acid (100 ml) were heated at a gentle reflux for 18 h. The resulting mixture was concentrated in vacuo and the residue mixed with 5 N sodium hydroxide (500 ml) and ice chips. The precipitate was collected by filtration and rinsed several times with water. The filtrate was concentrated in vacuo to afford 5-bromo-3-cyanoin... The product is O=C(O)c1ccc(COc2ccc3cc(-c4csc(-c5ccccc5)n4)ccc3c2Br)cc1. Reactants: COC(=O)c1ccc(COc2ccc3cc(-c4csc(-c5ccccc5)n4)ccc3c2Br)cc1, C1CCOC1, CO, [Na+], [OH-], O. RXN SMILES: [Br:1][c:2]1[c:3]([O:23][CH2:24][c:25]2[cH:26][cH:27][c:28]([C:29](=[O:30])[O:31][CH3:32])[cH:33][cH:34]2)[cH:4][cH:5][c:6]2[cH:7][c:8](-[c:12]3[n:13][c:14](-[c:17]4[cH:18][cH:19][cH:20][cH:21][cH:22]4)[s:15][cH:16]3)[cH:9][cH:10][c:11]12.[CH2:37]1[O:38][CH2:39][CH2:40][CH2:41]1.[CH3:42][OH:43].[Na+:36].[OH-:35].[OH2:44]>>[Br:1][c:2]1[c:3]([O:23][CH2:24][c:25]2[cH:26][cH:27][c:28]([C:29](=[O:30])[OH:31])[cH:33][cH:34]2)[cH:4][cH:5][c:6]2[cH:7][c:8](-[c:12]3[n:13][c:14](-[c:17]4[cH:18][cH:19][cH:20][cH:21][cH:22]4)[s:15][cH:16]3)[cH:9][cH:10][c:11]12.